Task: describe an organic reaction: reactants, conditions, products, and yield. Dataset: the Open Reaction Database (ORD), a public repository of structured organic reaction records The reactants are C1=CC=C(C=C1)OC(=NC#N)OC2=CC=CC=C2 (Diphenyl cyanocarbonimidate), FC1=CC=C(N)C=C1 (4-fluoroaniline), ClC1=CC=C2C(=CC=NC2=C1)N1CCNCC1 (7-chloro-4-(piperazin-1-yl)quinoline). Run in C(C)(C)O (isopropanol). Yields the product ClC1=CC=C2C(=CC=NC2=C1)N1CCN(CC1)C(NC1=CC=C(C=C1)F)=NC#N (7-Chloro-4-[4-(cyanimino(4-fluorophenylamino)methyl)piperazin-1-yl]quinoline). As a reaction SMILES: C1C=CC(O[C:8](OC2C=CC=CC=2)=[N:9][C:10]#[N:11])=CC=1.[F:19][C:20]1[CH:26]=[CH:25][C:23]([NH2:24])=[CH:22][CH:21]=1.[Cl:27][C:28]1[CH:37]=[C:36]2[C:31]([C:32]([N:38]3[CH2:43][CH2:42][NH:41][CH2:40][CH2:39]3)=[CH:33][CH:34]=[N:35]2)=[CH:30][CH:29]=1>C(O)(C)C>[Cl:27][C:28]1[CH:37]=[C:36]2[C:31]([C:32]([N:38]3[CH2:43][CH2:42][N:41]([C:8](=[N:9][C:10]#[N:11])[NH:24][C:23]4[CH:25]=[CH:26][C:20]([F:19])=[CH:21][CH:22]=4)[CH2:40][CH2:39]3)=[CH:33][CH:34]=[N:35]2)=[CH:30][CH:29]=1. Procedure: Diphenyl cyanocarbonimidate (0.24 g, 1.0 mmol) and 4-fluoroaniline (104 4μL, 1.1 mmol) are stirred in isopropanol (10 mL) for 15 h. The reaction mixture is concentrated, and the residue dissolved in EtOAc. Washing with sat NaHCO3, drying (MgSO4) and removing the solvent delivers 0.34 g of N-cyano-N′-(4-fluorophenyl)-O-phenylisourea as a colorless solid. It is dissolved in pyridine (15 mL) and 7-chloro-4-(piperazin-1-yl)quinoline (0.25 g, 1.0 mmol) is added. The reaction mixture is heated at refl... The reactants are CCn1c(C)cc(=O)c(C(=O)OC)c1-c1ccc(Cl)cc1, Cl, [Na+], [OH-]. The product is CCn1c(C)cc(=O)c(C(=O)O)c1-c1ccc(Cl)cc1. As a reaction SMILES: [CH2:1]([CH3:2])[n:3]1[c:4](-[c:15]2[cH:16][cH:17][c:18]([Cl:21])[cH:19][cH:20]2)[c:5]([C:6](=[O:7])[O:8][CH3:9])[c:10](=[O:14])[cH:11][c:12]1[CH3:13].[ClH:24].[Na+:23].[OH-:22]>>[CH2:1]([CH3:2])[n:3]1[c:4](-[c:15]2[cH:16][cH:17][c:18]([Cl:21])[cH:19][cH:20]2)[c:5]([C:6](=[O:7])[OH:8])[c:10](=[O:14])[cH:11][c:12]1[CH3:13]. RXN SMILES: [NH:1]1[CH2:6][CH2:5][CH:4]([N:7]2[CH:16]([C:17]3[CH:22]=[CH:21][CH:20]=[CH:19][CH:18]=3)[C:15]3[C:10](=[CH:11][CH:12]=[CH:13][CH:14]=3)[NH:9][C:8]2=[O:23])[CH2:3][CH2:2]1.C(=O)([O-])[O-].[K+].[K+].Br[CH2:31][CH:32]1[CH2:34][CH2:33]1.O>CN(C)C=O>[CH:32]1([CH2:31][N:1]2[CH2:2][CH2:3][CH:4]([N:7]3[CH:16]([C:17]4[CH:22]=[CH:21][CH:20]=[CH:19][CH:18]=4)[C:15]4[C:10](=[CH:11][CH:12]=[CH:13][CH:14]=4)[NH:9][C:8]3=[O:23])[CH2:5][CH2:6]2)[CH2:34][CH2:33]1 |f:1.2.3|. Solvent: CN(C=O)C (N,N-dimethylformamide). Run at temperature 50 celsius, time 5 hour. Reactants: N1CCC(CC1)N1C(NC2=CC=CC=C2C1C1=CC=CC=C1)=O (3-(piperidin-4-yl)-4-phenyl-3,4-dihydro-2(1H)-quinazolinone), C([O-])([O-])=O.[K+].[K+] (potassium carbonate), BrCC1CC1 (bromomethylcyclopropane), O (water). The product is C1(CC1)CN1CCC(CC1)N1C(NC2=CC=CC=C2C1C1=CC=CC=C1)=O (3-[1-(Cyclopropylmethyl)piperidin-4-yl]-4-phenyl-3,4-dihydro-2(1H) -quinazolinone). Isolated yield 98.5%. Procedure: To a solution of 200 mg (0.65 mmol) of 3-(piperidin-4-yl)-4-phenyl-3,4-dihydro-2(1H)-quinazolinone in 5 ml of N,N-dimethylformamide (DMF), 270 mg (1.95 mmol) of potassium carbonate and 176 mg (1.30 mmol) of bromomethylcyclopropane were added at room temperature subsequently and stirred at about 50° C. for 5 hours. The reaction mixture was poured into water, extracted with ethyl acetate, washed with water and saturated brine and dried over anhydrous magnesium sulfate. The solvent was evaporated t...